From a dataset of the Open Reaction Database (ORD), a public repository of structured organic reaction records. describe an organic reaction: reactants, conditions, products, and yield Starting materials: C(C)(C)(C)OC(=O)N[C@@H]1CN(CC1)C1=C(C=C(C=C1)N1C(O[C@H](C1)COC1=NOC=C1)=O)F (3-(4-((3S)-3-t-Butoxycarbonylamino-1-pyrrolidinyl)-3-fluorophenyl)-5(R)-(isoxazol-3-yloxymethyl)oxazolidin-2-one), Cl (hydrogen chloride). Run in ClCCl (dichloromethane), C(C)O (ethanol). Conditions: time 1 hour. Yields the product N[C@@H]1CN(CC1)C1=C(C=C(C=C1)N1C(O[C@H](C1)COC1=NOC=C1)=O)F (3-(4-((3S)-3-Amino-1-pyrrolidinyl)-3-fluorophenyl)-5(R)-(isoxazol-3-yloxymethyl)oxazolidin-2-one), Cl (hydrochloride). RXN SMILES: C(OC([NH:8][C@H:9]1[CH2:13][CH2:12][N:11]([C:14]2[CH:19]=[CH:18][C:17]([N:20]3[CH2:24][C@H:23]([CH2:25][O:26][C:27]4[CH:31]=[CH:30][O:29][N:28]=4)[O:22][C:21]3=[O:32])=[CH:16][C:15]=2[F:33])[CH2:10]1)=O)(C)(C)C.[ClH:34]>ClCCl.C(O)C>[NH2:8][C@H:9]1[CH2:13][CH2:12][N:11]([C:14]2[CH:19]=[CH:18][C:17]([N:20]3[CH2:24][C@H:23]([CH2:25][O:26][C:27]4[CH:31]=[CH:30][O:29][N:28]=4)[O:22][C:21]3=[O:32])=[CH:16][C:15]=2[F:33])[CH2:10]1.[ClH:34]. Procedure: 3-(4-((3S)-3-t-Butoxycarbonylamino-1-pyrrolidinyl)-3-fluorophenyl)-5(R)-(isoxazol-3-yloxymethyl)oxazolidin-2-one (2.1 g, 4.54 mmol) was suspended by stirring in dichloromethane (10 ml) under nitrogen and treated with a solution of hydrogen chloride in ethanol (4M, 50 ml) at ambient temperature. The mixture was stirred 1 hour, evaporated to a small volume, and treated with a mixture of dichloromethane (30 ml) and diethyl ether (30 ml). The precipitate was filtered and washed with diethyl ether to... RXN SMILES: [I:1][C:2]1[CH:3]=[C:4]2[C:9](=[CH:10][CH:11]=1)[C:8](=[O:12])[NH:7][C:6](=[O:13])/[C:5]/2=[CH:14]\[NH:15][C:16]1[CH:17]=[N:18][C:19]([N:22]2[CH2:27][CH2:26][NH:25][CH2:24][CH2:23]2)=[CH:20][CH:21]=1.C(O[BH-](OC(=O)C)OC(=O)C)(=O)C.[Na+].[CH:42]1([CH:45]=O)[CH2:44][CH2:43]1.C(O)(=O)C.C(=O)(O)[O-].[Na+]>CN1CCCC1=O.C(Cl)Cl>[CH:42]1([CH2:45][N:25]2[CH2:24][CH2:23][N:22]([C:19]3[N:18]=[CH:17][C:16]([NH:15]/[CH:14]=[C:5]4\[C:6](=[O:13])[NH:7][C:8](=[O:12])[C:9]5[C:4]\4=[CH:3][C:2]([I:1])=[CH:11][CH:10]=5)=[CH:21][CH:20]=3)[CH2:27][CH2:26]2)[CH2:44][CH2:43]1 |f:1.2,5.6|. Procedure: (4Z)-6-Iodo-4-{[(6-piperazin-1-ylpyridin-3-yl)amino]methylene}isoquinoline-1,3(2H,4H)-dione (150 mg, 0.315 mmol) is dissolved in N-methylpyrrolidinone (3 mL) and methylene chloride (0.9 mL), followed by addition of sodium triacetoxyborohydride (0.77 mg, 3.63 mmol), cyclopropanecarbaldehyde (0.61 mL, 8.14 mmol) and acetic acid (0.47 mL, 8.2 mmol). After stirring at room temperature for 1 h, methylene chloride and saturated sodium bicarbonate solution were added. The organic layer is separated and... Reactants: IC=1C=C2/C(/C(NC(C2=CC1)=O)=O)=C/NC=1C=NC(=CC1)N1CCNCC1 ((4Z)-6-Iodo-4-{[(6-piperazin-1-ylpyridin-3-yl)amino]methylene}isoquinoline-1,3(2H,4H)-dione), C(C)(=O)O[BH-](OC(C)=O)OC(C)=O.[Na+] (sodium triacetoxyborohydride), C1(CC1)C=O (cyclopropanecarbaldehyde), C(C)(=O)O (acetic acid), C([O-])(O)=O.[Na+] (sodium bicarbonate). Yield: 66.0%. The solvent is CN1C(CCC1)=O (N-methylpyrrolidinone), C(Cl)Cl (methylene chloride), C(Cl)Cl (methylene chloride). Reaction conditions: time 1 hour. Yields the product C1(CC1)CN1CCN(CC1)C1=CC=C(C=N1)N\C=C\1/C(NC(C2=CC=C(C=C12)I)=O)=O ((4Z)-4-[({6-[4-(Cyclopropylmethyl)piperazin-1-yl]pyridin-3-yl}amino)methylene]-6-iodoisoquinoline-1,3(2H,4H)-dione). Reactants: ClC(=O)OCC (ethyl chloroformate), O (water), OC(CCN)(C(CCCC)C)C (3-hydroxy-3,4-dimethyoctylamine), C([O-])([O-])=O.[Na+].[Na+] (sodium carbonate). Solvent: C(C)O (ethanol), CCO (etanol). Conditions: time 30 minute. The product is OC(CCNC(OCC)=O)(C(CCCC)C)C (ethyl N-[3-hydroxy-3,4-dimethyloctyl]-carbamate). Isolated yield 89.0%. RXN SMILES: [OH:1][C:2]([CH3:12])([CH:6]([CH3:11])[CH2:7][CH2:8][CH2:9][CH3:10])[CH2:3][CH2:4][NH2:5].C(=O)([O-])[O-].[Na+].[Na+].Cl[C:20]([O:22][CH2:23][CH3:24])=[O:21].O>CCO>[OH:1][C:2]([CH3:12])([CH:6]([CH3:11])[CH2:7][CH2:8][CH2:9][CH3:10])[CH2:3][CH2:4][NH:5][C:20](=[O:21])[O:22][CH2:23][CH3:24] |f:1.2.3|. Procedure details: To a stirred suspension of 3-hydroxy-3,4-dimethyoctylamine (4.91 g; 28.38 mmole) and anhydrous sodium carbonate (5 g) in dry etanol (40 ml) was added ethyl chloroformate (3.65 g; 33.6 mmole) in dry ethanol (25 ml), over 30 min. The mixture was heated under reflux for 1 hr and then poured into water (200 ml). The product was extracted into diethyl ether (3×100 ml), and the combined organic layers washed with dilute hydrochloric acid (1×100 ml) and brine (1×100 ml) and dried. (Na2SO4). Evaporation...